From a dataset of the Open Reaction Database (ORD), a public repository of structured organic reaction records. describe an organic reaction: reactants, conditions, products, and yield Starting materials: C(C)C(=CCOC1=CC=C2CCCOC2=C1)C(CC=C(C)C)C (7-(3-ethyl-4,7-dimethyl-2,6-octadienyloxy)-chromane), C(C)(=O)OO (peracetic acid). The product is O1C(CC(C(=CCOC2=CC=C3CCCOC3=C2)CC)C)C1(C)C (7-(6,7-epoxy-3-ethyl-4,7-dimethyl-2-octenyloxy)-chromane). Reaction SMILES: [CH2:1]([C:3]([CH:17]([CH3:23])[CH2:18][CH:19]=[C:20]([CH3:22])[CH3:21])=[CH:4][CH2:5][O:6][C:7]1[CH:16]=[C:15]2[C:10]([CH2:11][CH2:12][CH2:13][O:14]2)=[CH:9][CH:8]=1)[CH3:2].C(OO)(=[O:26])C>>[O:26]1[C:20]([CH3:21])([CH3:22])[CH:19]1[CH2:18][CH:17]([CH3:23])[C:3]([CH2:1][CH3:2])=[CH:4][CH2:5][O:6][C:7]1[CH:16]=[C:15]2[C:10]([CH2:11][CH2:12][CH2:13][O:14]2)=[CH:9][CH:8]=1. Procedure: Following the procedure of Example 17, 7-(3-ethyl-4,7-dimethyl-2,6-octadienyloxy)-chromane and peracetic acid are reacted to form 7-(6,7-epoxy-3-ethyl-4,7-dimethyl-2-octenyloxy)-chromane, nD20 = 1.5287. Starting materials: CO, C[O-], COC(=O)c1ccc(Cl)nc1Cl, [Na+], [Na]. Product: COC(=O)c1ccc(Cl)nc1OC. As a reaction SMILES: [CH3:17][OH:18].[CH3:1][O-:2].[Cl:5][c:6]1[c:7]([C:8](=[O:9])[O:10][CH3:11])[cH:12][cH:13][c:14]([Cl:16])[n:15]1.[Na+:3].[Na:4]>>[CH3:1][O:2][c:6]1[c:7]([C:8](=[O:9])[O:10][CH3:11])[cH:12][cH:13][c:14]([Cl:16])[n:15]1. Starting materials: C(CC)C1=NC2=C(N1CC1=CC=C(C=C1)C=1C(=CC=CC1)C(=O)OC(C)(C)C)C=C(C=C2C)C=2N=C1SC=CN1C2 (tert.-butyl 4'-[[2-n-propyl-4-methyl-6-(imidazo[2,1-b]thiazol-6-yl)-benzimidazol-1-yl]-methyl]-biphenyl-2-carboxylate), FC(C(=O)O)(F)F (trifluoroacetic acid). The solvent is C(Cl)Cl (methylene chloride). Product: C(CC)C1=NC2=C(N1CC1=CC=C(C=C1)C=1C(=CC=CC1)C(=O)O)C=C(C=C2C)C=2N=C1SC=CN1C2 (4'-[[2-n-Propyl-4-methyl-6-(imidazo[2,1-b]thiazol-6-yl)-benzimidazol-1-yl]-methyl]-biphenyl-2-carboxylic acid). RXN SMILES: [CH2:1]([C:4]1[N:8]([CH2:9][C:10]2[CH:15]=[CH:14][C:13]([C:16]3[C:17]([C:22]([O:24]C(C)(C)C)=[O:23])=[CH:18][CH:19]=[CH:20][CH:21]=3)=[CH:12][CH:11]=2)[C:7]2[CH:29]=[C:30]([C:34]3[N:35]=[C:36]4[N:40]([CH:41]=3)[CH:39]=[CH:38][S:37]4)[CH:31]=[C:32]([CH3:33])[C:6]=2[N:5]=1)[CH2:2][CH3:3].FC(F)(F)C(O)=O>C(Cl)Cl>[CH2:1]([C:4]1[N:8]([CH2:9][C:10]2[CH:15]=[CH:14][C:13]([C:16]3[C:17]([C:22]([OH:24])=[O:23])=[CH:18][CH:19]=[CH:20][CH:21]=3)=[CH:12][CH:11]=2)[C:7]2[CH:29]=[C:30]([C:34]3[N:35]=[C:36]4[N:40]([CH:41]=3)[CH:39]=[CH:38][S:37]4)[CH:31]=[C:32]([CH3:33])[C:6]=2[N:5]=1)[CH2:2][CH3:3]. Reported procedure: Prepared analogously to Example 1 from tert.-butyl 4'-[[2-n-propyl-4-methyl-6-(imidazo[2,1-b]thiazol-6-yl)-benzimidazol-1-yl]-methyl]-biphenyl-2-carboxylate and trifluoroacetic acid in methylene chloride. Starting materials: C(C)(C)(C)OC(=O)N1CCC(CC1)NN1C(CNCC1)=O (1-[1-(tert-butoxycarbonyl)-4-piperidinylamino]-2-piperazinone), ClC=1C=C2C=CC(=CC2=CC1)S(=O)(=O)Cl (6-chloronaphthalene-2-sulfonyl chloride), aqueous solution, C([O-])([O-])=O.[Na+].[Na+] (sodium carbonate). Run in C(C)(=O)OCC (ethyl acetate). Conditions: time 30 minute. Product: C(C)(C)(C)OC(=O)N1CCC(CC1)NN1C(CN(CC1)S(=O)(=O)C1=CC2=CC=C(C=C2C=C1)Cl)=O (1-[1-(tert-Butoxycarbonyl)-4-piperidinylamino]-4-(6-chloronaphthalene-2-sulfonyl)-2-piperazinone). RXN SMILES: [C:1]([O:5][C:6]([N:8]1[CH2:13][CH2:12][CH:11]([NH:14][N:15]2[CH2:20][CH2:19][NH:18][CH2:17][C:16]2=[O:21])[CH2:10][CH2:9]1)=[O:7])([CH3:4])([CH3:3])[CH3:2].C(=O)([O-])[O-].[Na+].[Na+].[Cl:28][C:29]1[CH:30]=[C:31]2[C:36](=[CH:37][CH:38]=1)[CH:35]=[C:34]([S:39](Cl)(=[O:41])=[O:40])[CH:33]=[CH:32]2>C(OCC)(=O)C>[C:1]([O:5][C:6]([N:8]1[CH2:9][CH2:10][CH:11]([NH:14][N:15]2[CH2:20][CH2:19][N:18]([S:39]([C:34]3[CH:33]=[CH:32][C:31]4[C:36](=[CH:37][CH:38]=[C:29]([Cl:28])[CH:30]=4)[CH:35]=3)(=[O:40])=[O:41])[CH2:17][C:16]2=[O:21])[CH2:12][CH2:13]1)=[O:7])([CH3:4])([CH3:2])[CH3:3] |f:1.2.3|. Procedure details: A solution of the resultant 1-[1-(tert-butoxycarbonyl)-4-piperidinylamino]-2-piperazinone in ethyl acetate (30 ml) and a 10% aqueous solution of sodium carbonate (30 ml) was combined at 0° C. with 6-chloronaphthalene-2-sulfonyl chloride (2.24 g) and stirred at room temperature for 30 minutes, and then the organic phase was separated, washed with brine, dried and concentrated. The residue thus obtained was purified by a column chromatography on a silica gel (hexane:ethyl acetate=1:2) to obtain 1-...